This data is from the Open Reaction Database (ORD), a public repository of structured organic reaction records. The task is: describe an organic reaction: reactants, conditions, products, and yield Procedure details: 10 g. 3-(2-Methylpropoxy)-1-pyrrolidinopropan-2-ol are dissolved in 100 ml. dichloroethane. A solution of 7.1 g. thionyl chloride in 20 ml. dichloroethane is added dropwise thereto, while stirring, and the reaction mixture subsequently heated for 2 hours to 70° C. The reaction mixture is cooled, poured on to ice water and subsequently rendered alkaline by the addition of a concentrated aqueous solution of sodium hydroxide. The organic phase is separated off and the aqueous phase again extracted ... The product is CC(COCC(CN(CC)CC)O)C (3-(2-methylpropoxy)-1-diethylaminopropan-2-ol). As a reaction SMILES: [CH3:1][CH:2]([CH3:14])[CH2:3][O:4][CH2:5][CH:6]([OH:13])[CH2:7][N:8]1[CH2:12][CH2:11][CH2:10][CH2:9]1.ClC(Cl)C.S(Cl)(Cl)=O.[OH-].[Na+]>>[CH3:14][CH:2]([CH3:1])[CH2:3][O:4][CH2:5][CH:6]([OH:13])[CH2:7][N:8]([CH2:9][CH3:10])[CH2:12][CH3:11] |f:3.4|. Reactants: CC(COCC(CN1CCCC1)O)C (3-(2-Methylpropoxy)-1-pyrrolidinopropan-2-ol), ClC(C)Cl (dichloroethane), ice water, [OH-].[Na+] (sodium hydroxide), ClC(C)Cl (dichloroethane), S(=O)(Cl)Cl (thionyl chloride). The reactants are ClC(C(=O)OCC)(C(=O)OCC)CCCC1=C2C=CC(N(C2=C(C=C1)OC)C)=O (Diethyl 2-chloro-2-[3-(8-methoxy-1-methyl-2-oxo-1,2-dihydroquinolin-5-yl)propyl]malonate), C(C)(=O)O (acetic acid), Cl (hydrochloric acid). Solvent: O (water). Yields the product ClC(C(=O)O)CCCC1=C2C=CC(N(C2=C(C=C1)OC)C)=O (2-chloro-5-(8-methoxy-1-methyl-2-oxo-1,2-dihydroquinolin-5-yl)valeric acid). Isolated yield 74.9%. RXN SMILES: [Cl:1][C:2]([CH2:13][CH2:14][CH2:15][C:16]1[CH:25]=[CH:24][C:23]([O:26][CH3:27])=[C:22]2[C:17]=1[CH:18]=[CH:19][C:20](=[O:29])[N:21]2[CH3:28])(C(OCC)=O)[C:3]([O:5]CC)=[O:4].C(O)(=O)C.Cl>O>[Cl:1][CH:2]([CH2:13][CH2:14][CH2:15][C:16]1[CH:25]=[CH:24][C:23]([O:26][CH3:27])=[C:22]2[C:17]=1[CH:18]=[CH:19][C:20](=[O:29])[N:21]2[CH3:28])[C:3]([OH:5])=[O:4]. Procedure: Diethyl 2-chloro-2-[3-(8-methoxy-1-methyl-2-oxo-1,2-dihydroquinolin-5-yl)propyl]malonate (4.02 g) was added to a mixture of acetic acid (15 ml) and 6N hydrochloric acid (20 ml), followed by heating under reflux for 24 hours. After cooling to room temperature, water was added to the reaction mixture, followed by cooling with ice. The precipitated solid was collected by filtration, washed with water and dried to thereby obtain 2.30 g (yield: 75%) of 2-chloro-5-(8-methoxy-1-methyl-2-oxo-1,2-dihydro...